This data is from the Open Reaction Database (ORD), a public repository of structured organic reaction records. The task is: describe an organic reaction: reactants, conditions, products, and yield The reactants are ClC=1C2=C(N=CN1)C=NC(=C2)C=2OC(=NN2)C (4-Chloro-6-(5-methyl-1,3,4-oxadiazol-2-yl) pyrido[3,4-d]pyrimidine), C(C1=CC=CC=C1)N1N=CC2=CC(=CC=C12)N (1-benzylindazol-5-ylamine). Product: Cl.C(C1=CC=CC=C1)N1N=CC2=CC(=CC=C12)NC=1C2=C(N=CN1)C=NC(=C2)C=2OC(=NN2)C ((1-Benzyl-1H-indazol-5-yl)-(6-(5-methyl-1,3,4-oxadiazol-2-yl)-pyrido[3,4-d]pyrimidin-4-yl)-amine hydrochloride). RXN SMILES: [Cl:1][C:2]1[C:3]2[CH:11]=[C:10]([C:12]3[O:13][C:14]([CH3:17])=[N:15][N:16]=3)[N:9]=[CH:8][C:4]=2[N:5]=[CH:6][N:7]=1.[CH2:18]([N:25]1[C:33]2[C:28](=[CH:29][C:30]([NH2:34])=[CH:31][CH:32]=2)[CH:27]=[N:26]1)[C:19]1[CH:24]=[CH:23][CH:22]=[CH:21][CH:20]=1>>[ClH:1].[CH2:18]([N:25]1[C:33]2[C:28](=[CH:29][C:30]([NH:34][C:2]3[C:3]4[CH:11]=[C:10]([C:12]5[O:13][C:14]([CH3:17])=[N:15][N:16]=5)[N:9]=[CH:8][C:4]=4[N:5]=[CH:6][N:7]=3)=[CH:31][CH:32]=2)[CH:27]=[N:26]1)[C:19]1[CH:20]=[CH:21][CH:22]=[CH:23][CH:24]=1 |f:2.3|. Procedure details: 4-Chloro-6-(5-methyl-1,3,4-oxadiazol-2-yl) pyrido[3,4-d]pyrimidine (0.02 g) was reacted with 1-benzylindazol-5-ylamine according to Procedure A to give the title compound as a yellow solid; δH [2H6]DMSO 11.50(1H,s), 9.55(1H,s), 9.43(1H,s), 8.95(1H,s), 8.34(2H,m),7.91(1H,d) 7.83(1H,dd),7.40(5H,m), 5.80(2H,s), 2.75 (3H,s); m/z (M+1+) 435.